From a dataset of the Open Reaction Database (ORD), a public repository of structured organic reaction records. describe an organic reaction: reactants, conditions, products, and yield Reactants: BrCCBr, CCC=C(I)C(=O)OC, CS(=O)(=O)c1ccc(Br)cc1, C[Si](C)(C)Cl, [Cl-], [NH4+], C1CCOC1, [Zn], c1ccc(P(c2ccccc2)c2ccccc2)cc1. The product is CCC=C(C(=O)OC)c1ccc(S(C)(=O)=O)cc1. RXN SMILES: [Br:1][CH2:2][CH2:3][Br:4].[CH3:10][O:11][C:12]([C:13](=[CH:14][CH2:15][CH3:16])[I:17])=[O:18].[CH3:38][S:39](=[O:40])(=[O:41])[c:42]1[cH:43][cH:44][c:45]([Br:48])[cH:46][cH:47]1.[CH3:5][Si:6]([Cl:7])([CH3:8])[CH3:9].[Cl-:49].[NH4+:50].[O:51]1[CH2:52][CH2:53][CH2:54][CH2:55]1.[Zn:56].[c:19]1([P:20]([c:21]2[cH:22][cH:23][cH:24][cH:25][cH:26]2)[c:27]2[cH:28][cH:29][cH:30][cH:31][cH:32]2)[cH:33][cH:34][cH:35][cH:36][cH:37]1>>[CH3:10][O:11][C:12]([C:13](=[CH:14][CH2:15][CH3:16])[c:45]1[cH:44][cH:43][c:42]([S:39]([CH3:38])(=[O:40])=[O:41])[cH:47][cH:46]1)=[O:18].